This data is from the Open Reaction Database (ORD), a public repository of structured organic reaction records. The task is: describe an organic reaction: reactants, conditions, products, and yield The reactants are solution, Cl (hydrogen chloride), CN1C(CCC1)CCOC1=C(C=CC=C1)CCC1=C(C=CC=C1)C (1-methyl-2-(2-{2-[2-(2-methylphenyl)ethyl]phenoxy}ethyl)pyrrolidine), C(C)(=O)OCC (ethyl acetate). The solvent is O1CCOCC1 (dioxane). The product is Cl.CN1C(CCC1)CCOC1=C(C=CC=C1)CCC1=C(C=CC=C1)C (1-Methyl-2-(2-{2-[2-(2-methylphenyl)ethyl]phenoxy}ethyl)pyrrolidine hydrochloride). The yield is 54.0%. Reaction SMILES: [ClH:1].[CH3:2][N:3]1[CH2:7][CH2:6][CH2:5][CH:4]1[CH2:8][CH2:9][O:10][C:11]1[CH:16]=[CH:15][CH:14]=[CH:13][C:12]=1[CH2:17][CH2:18][C:19]1[CH:24]=[CH:23][CH:22]=[CH:21][C:20]=1[CH3:25].C(OCC)(=O)C>O1CCOCC1>[ClH:1].[CH3:2][N:3]1[CH2:7][CH2:6][CH2:5][CH:4]1[CH2:8][CH2:9][O:10][C:11]1[CH:16]=[CH:15][CH:14]=[CH:13][C:12]=1[CH2:17][CH2:18][C:19]1[CH:24]=[CH:23][CH:22]=[CH:21][C:20]=1[CH3:25] |f:4.5|. Procedure: 0.3 ml of a 4N solution of hydrogen chloride in dioxane was added to a solution of 350 mg of 1-methyl-2-(2-{2-[2-(2-methylphenyl)ethyl]phenoxy}ethyl)pyrrolidine [prepared as described in step (a) above] in a suitable amount of ethyl acetate, and the resulting mixture was concentrated by distillation under reduced pressure. The resulting oily residue was dissolved in 7 ml of ethyl acetate, after which it was allowed to stand at room temperature. The crystals which precipitated were collected by f... Starting materials: c1ccc(CN2CCC3CNCC32)cc1, O=S(=O)(c1cccc(F)c1)c1cnc2c(I)cccc2c1. Yields the product O=S(=O)(c1cccc(F)c1)c1cnc2c(N3CC4CCN(Cc5ccccc5)C4C3)cccc2c1. Reaction SMILES: [CH2:22]([c:23]1[cH:24][cH:25][cH:26][cH:27][cH:28]1)[N:29]1[CH:30]2[CH:31]([CH2:32][CH2:33]1)[CH2:34][NH:35][CH2:36]2.[F:1][c:2]1[cH:3][c:4]([S:8](=[O:9])(=[O:10])[c:11]2[cH:12][n:13][c:14]3[c:15]([I:21])[cH:16][cH:17][cH:18][c:19]3[cH:20]2)[cH:5][cH:6][cH:7]1>>[F:1][c:2]1[cH:3][c:4]([S:8](=[O:9])(=[O:10])[c:11]2[cH:12][n:13][c:14]3[c:15]([N:35]4[CH2:34][CH:31]5[CH:30]([N:29]([CH2:22][c:23]6[cH:24][cH:25][cH:26][cH:27][cH:28]6)[CH2:33][CH2:32]5)[CH2:36]4)[cH:16][cH:17][cH:18][c:19]3[cH:20]2)[cH:5][cH:6][cH:7]1. The reactants are Cc1cccc(C)c1O, [K+], [K+], N#Cc1ccc([N+](=O)[O-])cc1C#N, O=C([O-])[O-], CN(C)C=O, O. Yields the product Cc1cccc(C)c1Oc1ccc(C#N)c(C#N)c1. RXN SMILES: [CH3:14][c:15]1[c:16]([OH:22])[c:17]([CH3:21])[cH:18][cH:19][cH:20]1.[K+:23].[K+:24].[N+:1]([O-:2])(=[O:3])[c:4]1[cH:5][c:6]([C:12]#[N:13])[c:7]([C:8]#[N:9])[cH:10][cH:11]1.[O-:25][C:26]([O-:27])=[O:28].[O:29]=[CH:30][N:31]([CH3:32])[CH3:33].[OH2:34]>>[c:4]1([O:22][c:16]2[c:15]([CH3:14])[cH:20][cH:19][cH:18][c:17]2[CH3:21])[cH:5][c:6]([C:12]#[N:13])[c:7]([C:8]#[N:9])[cH:10][cH:11]1. Reactants: ClC1=NC=CC(=C1)C1=NNC(=C1)N (3-(2-Chloropyridin-4-yl)-1H-pyrazol-5-amine), CNN (methylhydrazine), ClC1=NC=CC(=C1)C1=NNC(=C1)N (3-(2-Chloropyridin-4-yl)-1H-pyrazol-5-amine), ClC1=NC=CC(=C1)C1=NNC(=C1)N (3-(2-Chloropyridin-4-yl)-1H-pyrazol-5-amine). Product: title intermediate, ClC1=NC=CC(=C1)C1=NN(C(=C1)N)C (3-(2-Chloropyridin-4-yl)-1-methyl-1H-pyrazol-5-amine). The yield is 89.0%. Reaction SMILES: [Cl:1][C:2]1[CH:7]=[C:6]([C:8]2[CH:12]=[C:11]([NH2:13])[NH:10][N:9]=2)[CH:5]=[CH:4][N:3]=1.[CH3:14]NN>>[Cl:1][C:2]1[CH:7]=[C:6]([C:8]2[CH:12]=[C:11]([NH2:13])[N:10]([CH3:14])[N:9]=2)[CH:5]=[CH:4][N:3]=1. Reported procedure: This title intermediate was prepared starting from 18.B (3.10 g, 17.3 mmol) according the procedure described above for conversion of 18.B to 18.C, except that methylhydrazine (3.5 equiv.) was used. The crude product was purified by flash chromatography on silica gel using 0-8% MeOH/CH2Cl2 for elution to provide 23.A (3.44 g mg, 89%) as a brown solid. Reactants: OC1=CC=C(C=C1)C1=CC=C(C2=C1C=CS2)C=O (4-(4-hydroxyphenyl)-1-benzothiophene-7-carbaldehyde), Cl.NO (hydroxylamine hydrochloride), N1=CC=CC=C1 (pyridine). Run in CO (MeOH), CCOCC (ether). Product: OC1=CC=C(C=C1)C1=CC=C(C2=C1C=CS2)C=NO (4-(4-Hydroxyphenyl)-1-benzothiophene-7-carbaldehyde oxime). Isolated yield 85.5%. RXN SMILES: [OH:1][C:2]1[CH:7]=[CH:6][C:5]([C:8]2[C:13]3[CH:14]=[CH:15][S:16][C:12]=3[C:11]([CH:17]=O)=[CH:10][CH:9]=2)=[CH:4][CH:3]=1.Cl.[NH2:20][OH:21].N1C=CC=CC=1>CO.CCOCC>[OH:1][C:2]1[CH:7]=[CH:6][C:5]([C:8]2[C:13]3[CH:14]=[CH:15][S:16][C:12]=3[C:11]([CH:17]=[N:20][OH:21])=[CH:10][CH:9]=2)=[CH:4][CH:3]=1 |f:1.2|. Procedure details: To a 5 ml round bottom flask was added 4-(4-hydroxyphenyl)-1-benzothiophene-7-carbaldehyde (42.0 mg, 0.165 mmol), hydroxylamine hydrochloride (23 mg, 0.331 mmol), and anhydrous pyridine (0.027 ml, 0.331 mmol) in MeOH (1.0 ml) was brought to reflux for 1.5 h and then allowed to cool. The mixture was then diluted with ether, washed with water (2 ml) and the organic layer was dried over anhydrous Na2SO4 then passed through a silica plug. Concentration under reduced pressure produced 38 mg (85%) of ... Reactants: FC1=CC=C(C=C1)N1N=CC2=CC=C(C=C12)CCCC(=O)O (4-(1-(4-fluorophenyl)-1H-indazol-6-yl)butanoic acid), [NH4+].[Cl-] (NH4Cl), C(C)[Mg]Br (Ethylmagnesium bromide), C(C)C12C(CCCC=3C1=CC=1C=NN(C1C3)C3=CC=C(C=C3)F)CC3(OC3)CC2 (rac-(2′R,4aS,12bS)-12b-ethyl-9-(4-fluorophenyl)-2,4,4a,5,6,7,9,12b-octahydro-1H-spiro[benzo[6,7]cyclohepta[1,2-f]indazole-3,2′-oxirane]). Reagents/catalysts: [Cu]I (copper(I) iodide). The solvent is CCOC(=O)C (EtOAc), O (water), C1CCOC1 (THF). Reaction conditions: temperature -5 celsius, time 10 minute. The product is C(C)[C@]12[C@@H](CCCC=3C=C4N(N=CC4=CC31)C3=CC=C(C=C3)F)C[C@@](CC2)(O)CCC.C(C)[C@@]23[C@H](CCCC=1C=C4N(N=CC4=CC12)C1=CC=C(C=C1)F)C[C@](CC3)(O)CCC ((3S,4aR,12bR)-12b-Ethyl-9-(4-fluoro-phenyl)-3-propyl-1,2,3,4,4a,5,6,7,9,12b-decahydro-9,10-diaza-benzo[3,4]cyclohepta[1,2-f]inden-3-ol; compound with (3R,4aS,12bS)-12b-ethyl-9-(4-fluoro-phenyl)-3-propyl-1,2,3,4,4a,5,6,7,9,12b-decahydro-9,10-diaza-benzo[3,4]cyclohepta[1,2-f]inden-3-ol). RXN SMILES: F[C:2]1C=CC(N2C3C(=CC=C(CCCC(O)=O)C=3)C=N2)=C[CH:3]=1.[CH2:23]([C:25]12[CH2:51][CH2:50][C:47]3([CH2:49][O:48]3)[CH2:46][CH:26]1[CH2:27][CH2:28][CH2:29][C:30]1[C:31]2=[CH:32][C:33]2[CH:34]=[N:35][N:36]([C:39]3[CH:44]=[CH:43][C:42]([F:45])=[CH:41][CH:40]=3)[C:37]=2[CH:38]=1)[CH3:24].[CH2:52]([Mg]Br)[CH3:53].[NH4+].[Cl-]>[Cu]I.CCOC(C)=O.O.C1COCC1>[CH2:23]([C@:25]12[CH2:51][CH2:50][C@@:47]([CH2:49][CH2:2][CH3:3])([OH:48])[CH2:46][C@@H:26]1[CH2:27][CH2:28][CH2:29][C:30]1[CH:38]=[C:37]3[C:33](=[CH:32][C:31]=12)[CH:34]=[N:35][N:36]3[C:39]1[CH:40]=[CH:41][C:42]([F:45])=[CH:43][CH:44]=1)[CH3:24].[CH2:23]([C@@:25]12[CH2:51][CH2:50][C@:47]([CH2:49][CH2:52][CH3:53])([OH:48])[CH2:46][C@H:26]1[CH2:27][CH2:28][CH2:29][C:30]1[CH:38]=[C:37]3[C:33](=[CH:32][C:31]=12)[CH:34]=[N:35][N:36]3[C:39]1[CH:40]=[CH:41][C:42]([F:45])=[CH:43][CH:44]=1)[CH3:24] |f:3.4,9.10|. Reported procedure: A 50 mL 3 necked round bottom flask with stir bar, nitrogen line, septum and thermometer was charged with rac-(2′R,4aS,12bS)-12b-ethyl-9-(4-fluorophenyl)-2,4,4a,5,6,7,9,12b-octahydro-1H-spiro[benzo[6,7]cyclohepta[1,2-f]indazole-3,2′-oxirane](14, R1=4-Fluorophenyl, R2=Ethyl) (0.225 g, 0.576 mmol), THF (10 mL) and copper(I) iodide (0.016 g, 0.086 mmol). The mixture was stirred for about 10 min then cooled to about −5° C. Ethylmagnesium bromide (3 M in ether, 0.576 mL, 1.73 mmol) was added keeping ...